This data is from the Open Reaction Database (ORD), a public repository of structured organic reaction records. The task is: describe an organic reaction: reactants, conditions, products, and yield Starting materials: CC(=O)O[BH-](OC(C)=O)OC(C)=O, C1CCNC1, ClCCl, O=Cc1ccc(O)cc1F, [Na+], [Na+], [OH-], O. Product: Oc1ccc(CN2CCCC2)c(F)c1. As a reaction SMILES: [C:16]([O:17][BH-:18]([O:19][C:20](=[O:21])[CH3:22])[O:23][C:24](=[O:25])[CH3:26])(=[O:27])[CH3:28].[CH2:11]1[CH2:12][CH2:13][NH:14][CH2:15]1.[Cl:32][CH2:33][Cl:34].[F:1][c:2]1[c:3]([CH:4]=[O:5])[cH:6][cH:7][c:8]([OH:10])[cH:9]1.[Na+:29].[Na+:31].[OH-:30].[OH2:35]>>[F:1][c:2]1[c:3]([CH2:4][N:14]2[CH2:13][CH2:12][CH2:11][CH2:15]2)[cH:6][cH:7][c:8]([OH:10])[cH:9]1. Reactants: COC1=CC=C(C=C1)C(C1=CC=CC=C1)(C1=CC=C(C=C1)OC)NC1=N[C@](C(C(N1C)=O)(C)C)(C)C1=C(C=CC(=C1)Br)F ((S)-2-{[bis-(4-methoxy-phenyl)-phenyl-methyl]-amino}-6-(5-bromo-2-fluoro-phenyl)-3,5,5,6-tetramethyl-5,6-dihydro-3H-pyrimidin-4-one), COC1=CC=C(C=C1)C(C1=CC=CC=C1)(C1=CC=C(C=C1)OC)NC1=N[C@](C(C(N1C)=O)(C)C)(C)C1=C(C=CC(=C1)Br)F ((S)-2-{[bis-(4-methoxy-phenyl)-phenyl-methyl]-amino}-6-(5-bromo-2-fluoro-phenyl)-3,5,5,6-tetramethyl-5,6-dihydro-3H-pyrimidin-4-one), NC1=CC(=C(C#N)C=C1)C (4-amino-2-methyl-benzonitrile). Yields the product NC=1N(C(C([C@@](N1)(C)C=1C=C(C=CC1F)NC1=CC(=C(C#N)C=C1)C)(C)C)=O)C ((S)-4-(3-(2-Amino-1,4,5,5-tetramethyl-6-oxo-1,4,5,6-tetrahydropyrimidin-4-yl)-4-fluorophenylamino)-2-methylbenzonitrile). As a reaction SMILES: COC1C=CC(C([NH:24][C:25]2[N:30]([CH3:31])[C:29](=[O:32])[C:28]([CH3:34])([CH3:33])[C@:27]([C:36]3[CH:41]=[C:40](Br)[CH:39]=[CH:38][C:37]=3[F:43])([CH3:35])[N:26]=2)(C2C=CC(OC)=CC=2)C2C=CC=CC=2)=CC=1.[NH2:44][C:45]1[CH:52]=[CH:51][C:48]([C:49]#[N:50])=[C:47]([CH3:53])[CH:46]=1>>[NH2:24][C:25]1[N:30]([CH3:31])[C:29](=[O:32])[C:28]([CH3:33])([CH3:34])[C@:27]([C:36]2[CH:41]=[C:40]([NH:44][C:45]3[CH:52]=[CH:51][C:48]([C:49]#[N:50])=[C:47]([CH3:53])[CH:46]=3)[CH:39]=[CH:38][C:37]=2[F:43])([CH3:35])[N:26]=1. Reported procedure: The coupling of (S)-2-{[bis-(4-methoxy-phenyl)-phenyl-methyl]-amino}-6-(5-bromo-2-fluoro-phenyl)-3,5,5,6-tetramethyl-5,6-dihydro-3H-pyrimidin-4-one (intermediate K) and 4-amino-2-methyl-benzonitrile according to procedure B followed by deprotection yielded the title compound as a white solid. MS (ESI): m/z=394.1 [M+H]+. Run at temperature 130 celsius, time 2 day. Reaction SMILES: Cl[C:2]1[C:11]2[C:6](=[CH:7][C:8]([O:12][CH3:13])=[CH:9][CH:10]=2)[N:5]=[C:4]([N:14]2[CH:18]=[CH:17][C:16]([NH:19][CH:20]([CH3:22])[CH3:21])=[N:15]2)[CH:3]=1.O.C([O-])(=[O:26])C.[Na+]>C(O)(=O)C>[OH:26][C:2]1[C:11]2[C:6](=[CH:7][C:8]([O:12][CH3:13])=[CH:9][CH:10]=2)[N:5]=[C:4]([N:14]2[CH:18]=[CH:17][C:16]([NH:19][CH:20]([CH3:22])[CH3:21])=[N:15]2)[CH:3]=1 |f:1.2.3|. Isolated yield 18.9%. Solvent: C(C)(=O)O (acetic acid). Reported procedure: A mixture of [1-(4-chloro-7-methoxy-quinolin-2-yl)-1H-pyrazol-3-yl]-isopropyl-amine (0.52 g, 1.6 mmol) and sodium acetate monohydrate (1.0 g) in acetic acid (5 mL) was stirred at 130° C. for 2 d. The mixture was concentrated and then partitioned between ethyl acetate (50 mL) and water (50 mL). The organic layer was concentrated in vacuo. The residue was purified by silica gel column chromatography (ethyl acetate/hexanes), affording [1-(4-hydroxy-7-methoxy-quinolin-2-yl)-1H-pyrazol-3-yl]-isopropy... The product is OC1=CC(=NC2=CC(=CC=C12)OC)N1N=C(C=C1)NC(C)C ([1-(4-hydroxy-7-methoxy-quinolin-2-yl)-1H-pyrazol-3-yl]-isopropyl-amine). Reactants: ClC1=CC(=NC2=CC(=CC=C12)OC)N1N=C(C=C1)NC(C)C ([1-(4-chloro-7-methoxy-quinolin-2-yl)-1H-pyrazol-3-yl]-isopropyl-amine), O.C(C)(=O)[O-].[Na+] (sodium acetate monohydrate). The reactants are ClC1=CC(=C(C=C1OC(C)C)N1C(NC=2CCCCC2C1=O)=O)F (3-(4-chloro-2-fluoro-5-isopropoxyphenyl)-5,6,7,8-tetrahydro-2,4(1H,3H)-quinazolinedione), S(=O)(=O)(OC)OC (dimethyl sulphate), [H-].[Na+] (sodium hydride). Solvent: CN(C=O)C (dimethylformamide). The product is ClC1=CC(=C(C=C1OC(C)C)N1C(N(C=2CCCCC2C1=O)C)=O)F (3-(4-chloro-2-fluoro-5-isopropoxyphenyl)-1-methyl-5,6,7,8-tetrahydro-2,4(1H,3H)-quinazolinedione). Reaction SMILES: [Cl:1][C:2]1[C:7]([O:8][CH:9]([CH3:11])[CH3:10])=[CH:6][C:5]([N:12]2[C:21](=[O:22])[C:20]3[CH2:19][CH2:18][CH2:17][CH2:16][C:15]=3[NH:14][C:13]2=[O:23])=[C:4]([F:24])[CH:3]=1.S(OC)(O[CH3:29])(=O)=O.[H-].[Na+]>CN(C)C=O>[Cl:1][C:2]1[C:7]([O:8][CH:9]([CH3:11])[CH3:10])=[CH:6][C:5]([N:12]2[C:21](=[O:22])[C:20]3[CH2:19][CH2:18][CH2:17][CH2:16][C:15]=3[N:14]([CH3:29])[C:13]2=[O:23])=[C:4]([F:24])[CH:3]=1 |f:2.3|. Reported procedure: usinq 3-(4-chloro-2-fluoro-5-isopropoxyphenyl)-5,6,7,8-tetrahydro-2,4(1H,3H)-quinazolinedione with dimethyl sulphate and sodium hydride in dimethylformamide there is obtained 3-(4-chloro-2-fluoro-5-isopropoxyphenyl)-1-methyl-5,6,7,8-tetrahydro-2,4(1H,3H)-quinazolinedione, m.p. 143°-145° C. Reactants: [Al+3], C1CCOC1, [H-], [H-], [H-], [H-], [Li+], [Na+], [Na+], O=S(=O)([O-])[O-], CCOC(=O)c1ccc(OC(c2ccccc2)c2ccccc2)cc1. The product is OCc1ccc(OC(c2ccccc2)c2ccccc2)cc1. As a reaction SMILES: [Al+3:2].[CH2:39]1[O:40][CH2:41][CH2:42][CH2:43]1.[H-:1].[H-:4].[H-:5].[H-:6].[Li+:3].[Na+:32].[Na+:33].[O-:34][S:35]([O-:36])(=[O:37])=[O:38].[c:7]1([CH:13]([O:14][c:15]2[cH:16][cH:17][c:18]([C:19](=[O:20])[O:21][CH2:22][CH3:23])[cH:24][cH:25]2)[c:26]2[cH:27][cH:28][cH:29][cH:30][cH:31]2)[cH:8][cH:9][cH:10][cH:11][cH:12]1>>[c:7]1([CH:13]([O:14][c:15]2[cH:16][cH:17][c:18]([CH2:19][OH:20])[cH:24][cH:25]2)[c:26]2[cH:27][cH:28][cH:29][cH:30][cH:31]2)[cH:8][cH:9][cH:10][cH:11][cH:12]1. Reported procedure: If 2,4-dichlorobenzoic acid is reacted with glycine analogously to DE-C 142 507 by initially introducing all the reactants into the reaction vessel and then carrying out the reaction while stirring and heating, by-products, in particular 4-chlorosalicylic acid, form - as a corresponding comparison experiment demonstrates - to a not inconsiderable extent. The statement made in DE-C 142 507, that the yield is almost the yield in theory when 2-chlorobenzoic acid is used, cannot be confirmed if 2,4-... As a reaction SMILES: [Cl:1][C:2]1[CH:10]=[C:9](Cl)[CH:8]=[CH:7][C:3]=1[C:4]([OH:6])=[O:5].NCC(O)=O>ClC1C=C(O)C(=CC=1)C(O)=O>[Cl:1][C:2]1[CH:10]=[CH:9][CH:8]=[CH:7][C:3]=1[C:4]([OH:6])=[O:5]. Solvent: ClC=1C=C(C(C(=O)O)=CC1)O (4-chlorosalicylic acid). Yields the product ClC1=C(C(=O)O)C=CC=C1 (2-chlorobenzoic acid). Reactants: ClC1=C(C(=O)O)C=CC(=C1)Cl (2,4-dichlorobenzoic acid), NCC(=O)O (glycine). Starting materials: CS(=O)(=O)Cl, CN(C)c1ccncc1, CCOC(C)=O, Nc1ccc2c(c1)N(C1CCN(CCc3ccc(F)cc3)CC1)CC2, O. The product is CS(=O)(=O)Nc1ccc2c(c1)N(C1CCN(CCc3ccc(F)cc3)CC1)CC2, Cl. Reaction SMILES: [CH3:1][S:2]([Cl:3])(=[O:4])=[O:5].[CH3:32][N:33]([CH3:34])[c:35]1[cH:36][cH:37][n:38][cH:39][cH:40]1.[CH3:41][CH2:42][O:43][C:44](=[O:45])[CH3:46].[F:6][c:7]1[cH:8][cH:9][c:10]([CH2:11][CH2:12][N:13]2[CH2:14][CH2:15][CH:16]([N:19]3[CH2:20][CH2:21][c:22]4[cH:23][cH:24][c:25]([NH2:28])[cH:26][c:27]43)[CH2:17][CH2:18]2)[cH:29][cH:30]1.[OH2:31]>>[CH3:1][S:2](=[O:4])(=[O:5])[NH:28][c:25]1[cH:24][cH:23][c:22]2[c:27]([cH:26]1)[N:19]([CH:16]1[CH2:15][CH2:14][N:13]([CH2:12][CH2:11][c:10]3[cH:9][cH:8][c:7]([F:6])[cH:30][cH:29]3)[CH2:18][CH2:17]1)[CH2:20][CH2:21]2.[ClH:3].